From a dataset of the Open Reaction Database (ORD), a public repository of structured organic reaction records. describe an organic reaction: reactants, conditions, products, and yield Reactants: BrC=1C=C(C(=O)O)C=C(C1OCC1=CC(=CC=C1)Br)Br (3,5-Dibromo-4-(3-bromobenzyloxy)benzoic acid), [N+](=O)([O-])C1=CC=C(C=C1)S(=O)(=O)N (4-nitrobenzenesulphonamide). Yields the product BrC=1C=C(C(=O)NS(=O)(=O)C2=CC=C(C=C2)[N+](=O)[O-])C=C(C1OCC1=CC(=CC=C1)Br)Br (N-[3,5-dibromo-4-(3-bromobenzyloxy)benzoyl]-4-nitrobenzene-sulphonamide). Yield: 68.7%. Reaction SMILES: [Br:1][C:2]1[CH:3]=[C:4]([CH:8]=[C:9]([Br:20])[C:10]=1[O:11][CH2:12][C:13]1[CH:18]=[CH:17][CH:16]=[C:15]([Br:19])[CH:14]=1)[C:5]([OH:7])=O.[N+:21]([C:24]1[CH:29]=[CH:28][C:27]([S:30]([NH2:33])(=[O:32])=[O:31])=[CH:26][CH:25]=1)([O-:23])=[O:22]>>[Br:20][C:9]1[CH:8]=[C:4]([CH:3]=[C:2]([Br:1])[C:10]=1[O:11][CH2:12][C:13]1[CH:18]=[CH:17][CH:16]=[C:15]([Br:19])[CH:14]=1)[C:5]([NH:33][S:30]([C:27]1[CH:26]=[CH:25][C:24]([N+:21]([O-:23])=[O:22])=[CH:29][CH:28]=1)(=[O:32])=[O:31])=[O:7]. Procedure details: 3,5-Dibromo-4-(3-bromobenzyloxy)benzoic acid (0.13 mmol) was coupled with 4-nitrobenzenesulphonamide (0.64 mmol) using the procedure described in Example 31. Purification on column (silica gel, chloroform/methanol 9:1) gave 58 mg (69%) of N-[3,5-dibromo-4-(3-bromobenzyloxy)benzoyl]-4-nitrobenzene-sulphonamide. Reactants: C(#N)C1=C(C=C(C=C1)N(CC(=O)O)CCC)C(F)(F)F (N-[4-cyano-3-(trifluoromethyl)phenyl]-N-propylglycine), C1(=CC=CC=C1)[C@@H](C)N ((1R)-1-phenylethanamine). Product: C(#N)C1=C(C=C(C=C1)N(CC(=O)N[C@H](C)C1=CC=CC=C1)CCC)C(F)(F)F (N2-[4-Cyano-3-(trifluoromethyl)phenyl]-N1-[(1R)-1-phenylethyl]-N2-propylglycinamide). Reaction SMILES: [C:1]([C:3]1[CH:8]=[CH:7][C:6]([N:9]([CH2:14][CH2:15][CH3:16])[CH2:10][C:11]([OH:13])=O)=[CH:5][C:4]=1[C:17]([F:20])([F:19])[F:18])#[N:2].[C:21]1([C@H:27]([NH2:29])[CH3:28])[CH:26]=[CH:25][CH:24]=[CH:23][CH:22]=1>>[C:1]([C:3]1[CH:8]=[CH:7][C:6]([N:9]([CH2:14][CH2:15][CH3:16])[CH2:10][C:11]([NH:29][C@@H:27]([C:21]2[CH:26]=[CH:25][CH:24]=[CH:23][CH:22]=2)[CH3:28])=[O:13])=[CH:5][C:4]=1[C:17]([F:20])([F:19])[F:18])#[N:2]. Reported procedure: Synthesized as described in Example 91C using N-[4-cyano-3-(trifluoromethyl)phenyl]-N-propylglycine and (1R)-1-phenylethanamine: MS (APCI) m/z 390 (M+1).